The task is: describe an organic reaction: reactants, conditions, products, and yield. This data is from the Open Reaction Database (ORD), a public repository of structured organic reaction records. The reactants are [Cl-].[Cl-].[Cl-].[Al+3] (aluminum trichloride), C(CCCCCCCCCCCCC)C1(C2=CC=CC=C2C=2C=CC=CC12)CCCCCCCCCCCCCC (9,9-ditetradecyl-9H-fluorene), BrC(C(=O)Br)(C)C (2-bromo-2-methylpropanoyl bromide), ice water. The solvent is C(=S)=S (carbon disulfide). Reaction conditions: time 2 hour. Product: CC1CC=2C(=CC=3C(C4=CC=CC=C4C3C2)(CCCCCCCCCCCCCC)CCCCCCCCCCCCCC)C1=O (2-methyl-9,9-ditetradecyl-2,3-dihydrocyclopenta[b]fluoren-1(9H)-one). Yield: 89.1%. Reaction SMILES: [CH2:1]([C:15]1([CH2:28][CH2:29][CH2:30][CH2:31][CH2:32][CH2:33][CH2:34][CH2:35][CH2:36][CH2:37][CH2:38][CH2:39][CH2:40][CH3:41])[C:27]2[CH:26]=[CH:25][CH:24]=[CH:23][C:22]=2[C:21]2[C:16]1=[CH:17][CH:18]=[CH:19][CH:20]=2)[CH2:2][CH2:3][CH2:4][CH2:5][CH2:6][CH2:7][CH2:8][CH2:9][CH2:10][CH2:11][CH2:12][CH2:13][CH3:14].Br[C:43]([CH3:48])([CH3:47])[C:44](Br)=[O:45].[Cl-].[Cl-].[Cl-].[Al+3]>C(=S)=S>[CH3:47][CH:43]1[C:44](=[O:45])[C:25]2=[CH:26][C:27]3[C:15]([CH2:1][CH2:2][CH2:3][CH2:4][CH2:5][CH2:6][CH2:7][CH2:8][CH2:9][CH2:10][CH2:11][CH2:12][CH2:13][CH3:14])([CH2:28][CH2:29][CH2:30][CH2:31][CH2:32][CH2:33][CH2:34][CH2:35][CH2:36][CH2:37][CH2:38][CH2:39][CH2:40][CH3:41])[C:16]4[C:21]([C:22]=3[CH:23]=[C:24]2[CH2:48]1)=[CH:20][CH:19]=[CH:18][CH:17]=4 |f:2.3.4.5|. Reported procedure: A 5000 mL round flask was charged with 9,9-ditetradecyl-9H-fluorene (30 g, 53.7 mmol) and 2-bromo-2-methylpropanoyl bromide (12.7 g, 55.3 mmol), and then dissolved with 300 mL of carbon disulfide inputted thereto. Then, the reactor was cooled with ice water. Under nitrogen atmosphere, aluminum trichloride (15.7 g, 118.1 mmol) was slowly added thereto in ten lots over 2 hours. The mixture was stirred at room temperature for 8 hours, and then the reaction was terminated by addition of 100 mL of di... Reactants: esters, C[C@]1(N(CCC1)CC1=CC=C(C=C1)C(F)(F)F)C(=O)OC ((R)-methyl 2-methyl-1-(4-(trifluoromethyl)benzyl)pyrrolidine-2-carboxylate), [Li+].[OH-] (LiOH). Yields the product C[C@]1(N(CCC1)CC1=CC=C(C=C1)C(F)(F)F)C(=O)[O-].[Li+] (lithium (R)-2-methyl-1-(4-(trifluoromethyl)benzyl)pyrrolidine-2-carboxylate). As a reaction SMILES: [CH3:1][C@:2]1([C:18]([O:20]C)=[O:19])[CH2:6][CH2:5][CH2:4][N:3]1[CH2:7][C:8]1[CH:13]=[CH:12][C:11]([C:14]([F:17])([F:16])[F:15])=[CH:10][CH:9]=1.[Li+:22].[OH-]>>[CH3:1][C@:2]1([C:18]([O-:20])=[O:19])[CH2:6][CH2:5][CH2:4][N:3]1[CH2:7][C:8]1[CH:13]=[CH:12][C:11]([C:14]([F:15])([F:17])[F:16])=[CH:10][CH:9]=1.[Li+:22] |f:1.2,3.4|. Reported procedure: The title compound (D113) (42 mg) was prepared according to the general procedure for esters hydrolysis (Method A) starting from (R)-methyl 2-methyl-1-(4-(trifluoromethyl)benzyl)pyrrolidine-2-carboxylate (D80) (50 mg). (LiOH: 3 eq; Reaction time: 18 hrs; RT) The reactants are [In] (indium), ClC1=CN=CC(=N1)N[C@@H](C)C=1C=C(C=CC1)NC(C1=CC(=CC(=C1)C(F)(F)F)[N+](=O)[O-])=O ((S)—N-(3-(1-(6-chloropyrazin-2-ylamino)ethyl)phenyl)-3-nitro-5-(trifluoromethyl)benzamide), [Cl-].[NH4+] (ammonium chloride). Run in C(C)O (ethanol), O (water). The product is NC=1C=C(C(=O)NC2=CC(=CC=C2)[C@H](C)NC2=NC(=CN=C2)Cl)C=C(C1)C(F)(F)F ((S)-3-amino-N-(3-(1-(6-chloropyrazin-2-ylamino)ethyl)phenyl)-5-(trifluoromethyl)benzamide). Yield: 64.5%. RXN SMILES: [Cl:1][C:2]1[N:7]=[C:6]([NH:8][C@H:9]([C:11]2[CH:12]=[C:13]([NH:17][C:18](=[O:32])[C:19]3[CH:24]=[C:23]([C:25]([F:28])([F:27])[F:26])[CH:22]=[C:21]([N+:29]([O-])=O)[CH:20]=3)[CH:14]=[CH:15][CH:16]=2)[CH3:10])[CH:5]=[N:4][CH:3]=1.[Cl-].[NH4+].[In]>C(O)C.O>[NH2:29][C:21]1[CH:20]=[C:19]([CH:24]=[C:23]([C:25]([F:28])([F:27])[F:26])[CH:22]=1)[C:18]([NH:17][C:13]1[CH:14]=[CH:15][CH:16]=[C:11]([C@@H:9]([NH:8][C:6]2[CH:5]=[N:4][CH:3]=[C:2]([Cl:1])[N:7]=2)[CH3:10])[CH:12]=1)=[O:32] |f:1.2|. Procedure details: To a solution of (S)—N-(3-(1-(6-chloropyrazin-2-ylamino)ethyl)phenyl)-3-nitro-5-(trifluoromethyl)benzamide (74 mg, 0.16 mmol) in ethanol (3 mL) was added a solution of ammonium chloride (85 mg, 1.6 mmol) in water (1.5 mL), then indium powder (73 mg, mesh 100, 0.64 mmol). The mixture was heated at reflux for 40 hours, was allowed to cool to room temperature and was filtered through Celite. The filter cake was washed with ethanol and the combined filtrates were concentrated under reduced pressure.... Reactants: CC(C)(C)c1ccccc1N, CCOC(=O)c1cnc2cc(-c3c(C)noc3C)c(OC)cc2c1Cl, C1COCCO1. Product: CCOC(=O)c1cnc2cc(-c3c(C)noc3C)c(OC)cc2c1Nc1ccccc1C(C)(C)C. RXN SMILES: [C:26]([CH3:27])([CH3:28])([CH3:29])[c:30]1[c:31]([NH2:32])[cH:33][cH:34][cH:35][cH:36]1.[Cl:1][c:2]1[c:3]([C:21](=[O:22])[O:23][CH2:24][CH3:25])[cH:4][n:5][c:6]2[cH:7][c:8](-[c:14]3[c:15]([CH3:20])[n:16][o:17][c:18]3[CH3:19])[c:9]([O:12][CH3:13])[cH:10][c:11]12.[O:37]1[CH2:38][CH2:39][O:40][CH2:41][CH2:42]1>>[c:2]1([NH:32][c:31]2[c:30]([C:26]([CH3:27])([CH3:28])[CH3:29])[cH:36][cH:35][cH:34][cH:33]2)[c:3]([C:21](=[O:22])[O:23][CH2:24][CH3:25])[cH:4][n:5][c:6]2[cH:7][c:8](-[c:14]3[c:15]([CH3:20])[n:16][o:17][c:18]3[CH3:19])[c:9]([O:12][CH3:13])[cH:10][c:11]12. The reactants are C(C)(C)(C)OC(=O)N1C(=NC2=C1C=CC=C2)C2=C1C=3C=CC=CC3C(C1=CC(=C2)NC(=O)OC(C)(C)C)=NO (5-[1-(tert-butoxycarbonyl)benzimidazol-2-yl]-7-( tert-butoxycarbonyl-amino)-9H-fluoren-9-one oxime). Reagents/catalysts: [Ni] (Raney nickel). Solvent: C(C)O (ethanol), O1CCCC1 (tetrahydrofuran). Yields the product C(C)(C)(C)OC(=O)N1C(=NC2=C1C=CC=C2)C2=C1C=3C=CC=CC3C(C1=CC(=C2)NC(=O)OC(C)(C)C)N (5-[1-(tert-butoxycarbonyl)benzimidazol-2-yl]-7-(tert-butoxycarbonylamino)-9H-fluoren-9(R,S)-ylamine). Yield: 102.7%. Reaction SMILES: [C:1]([O:5][C:6]([N:8]1[C:12]2[CH:13]=[CH:14][CH:15]=[CH:16][C:11]=2[N:10]=[C:9]1[C:17]1[CH:29]=[C:28]([NH:30][C:31]([O:33][C:34]([CH3:37])([CH3:36])[CH3:35])=[O:32])[CH:27]=[C:26]2[C:18]=1[C:19]1[CH:20]=[CH:21][CH:22]=[CH:23][C:24]=1[C:25]2=[N:38]O)=[O:7])([CH3:4])([CH3:3])[CH3:2]>[Ni].C(O)C.O1CCCC1>[C:1]([O:5][C:6]([N:8]1[C:12]2[CH:13]=[CH:14][CH:15]=[CH:16][C:11]=2[N:10]=[C:9]1[C:17]1[CH:29]=[C:28]([NH:30][C:31]([O:33][C:34]([CH3:37])([CH3:36])[CH3:35])=[O:32])[CH:27]=[C:26]2[C:18]=1[C:19]1[CH:20]=[CH:21][CH:22]=[CH:23][C:24]=1[CH:25]2[NH2:38])=[O:7])([CH3:4])([CH3:3])[CH3:2]. Reported procedure: The procedure used in Example 6 is followed, but starting from 250 mg of 5-[1-(tert-butoxycarbonyl)benzimidazol-2-yl]-7-( tert-butoxycarbonyl-amino)-9H-fluoren-9-one oxime (Z,E), obtained in the previous stage, and 29 mg of Raney nickel in 4 ml of ethanol and 4 ml of tetrahydrofuran for 10 hours at 60° C. under an initial hydrogen pressure of one bar. After filtration of the catalyst, and purification by formation of a paste in diisopropyl ether, in this way we obtain 250 mg of 5-[1-(tert-butoxy... As a reaction SMILES: [C:1]([OH:11])(=O)[C:2]1[CH:7]=[CH:6][CH:5]=[C:4](OC)[CH:3]=1.C1CN2[C:14](=[N:15]CCC2)[CH2:13]1.C1C=CC(P(N=[N+]=[N-])(C2C=CC=CC=2)=O)=CC=1>CN(C=O)C.[Cl-].[NH4+]>[C:2]1([C:1]2[O:11][CH:13]=[CH:14][N:15]=2)[CH:3]=[CH:4][CH:5]=[CH:6][CH:7]=1 |f:4.5|. The reactants are C(C1=CC(=CC=C1)OC)(=O)O (m-anisic acid), C1CC2=NCCCN2C1 (DBN), C=1C=CC(=CC1)P(=O)(C=2C=CC=CC2)N=[N+]=[N-] (DPPA). Run at time 18 hour. Reported procedure: To a mixture of methyl isooyanoacetate (7.1 g, 171 mmol), m-anisic acid (26 g, 171 mmol) and DBN (78 mL, 522 mmol) dissolved in DMF (1.1 L), was added DPPA (37 mL, 171 mmol) by dropwise addition. The reaction mixture was stirred about 18 hours, diluted with 50% saturated ammonium chloride solution (1 vol), extracted with diethyl ether, and the organic layers washed with water and brine before drying over MgSO4. Concentration and recrystallization (diethyl ether/hexanes) gave 24 23 g (58%), mp 75... Run in CN(C)C=O (DMF), [Cl-].[NH4+] (ammonium chloride). Yield: 92.7%. The product is C1(=CC=CC=C1)C=1OC=CN1 (phenyl oxazole).